From a dataset of the Open Reaction Database (ORD), a public repository of structured organic reaction records. describe an organic reaction: reactants, conditions, products, and yield The reactants are title compounds, FC1=CC=C(C=C1)C=1C(=NC=CN1)N1CCNCC1 (3′-(4-fluoro-phenyl)-3,4,5,6-tetrahydro-2H-[1,2′]bipyrazinyl), ClCCCl (DCE), C(C)(=O)O[BH-](OC(C)=O)OC(C)=O.[Na+] (sodium triacetoxyborohydride), OC(CN1N=CC(=C1)C=O)C (racemic 1-(2-hydroxy-propyl)-1H-pyrazole-4-carbaldehyde). Reaction conditions: time 72 hour. Product: Cl.FC1=CC=C(C=C1)C=1C(=NC=CN1)N1CCN(CC1)CC=1C=NN(C1)CC(C)O (1-{4-[3′-(4-Fluoro-phenyl)-2,3,5,6-tetrahydro-[1,2′]bipyrazinyl-4-ylmethyl]-pyrazol-1-yl}-propan-2-ol hydrochloride). As a reaction SMILES: [F:1][C:2]1[CH:7]=[CH:6][C:5]([C:8]2[C:9]([N:14]3[CH2:19][CH2:18][NH:17][CH2:16][CH2:15]3)=[N:10][CH:11]=[CH:12][N:13]=2)=[CH:4][CH:3]=1.[OH:20][CH:21]([CH3:30])[CH2:22][N:23]1[CH:27]=[C:26]([CH:28]=O)[CH:25]=[N:24]1.C(O[BH-](OC(=O)C)OC(=O)C)(=O)C.[Na+].[Cl:45]CCCl>>[ClH:45].[F:1][C:2]1[CH:7]=[CH:6][C:5]([C:8]2[C:9]([N:14]3[CH2:15][CH2:16][N:17]([CH2:28][C:26]4[CH:25]=[N:24][N:23]([CH2:22][CH:21]([OH:20])[CH3:30])[CH:27]=4)[CH2:18][CH2:19]3)=[N:10][CH:11]=[CH:12][N:13]=2)=[CH:4][CH:3]=1 |f:2.3,5.6|. Procedure details: Dissolve 3′-(4-fluoro-phenyl)-3,4,5,6-tetrahydro-2H-[1,2′]bipyrazinyl (0.160 g, 0.619 mmol) in DCE (5 mL). Add racemic 1-(2-hydroxy-propyl)-1H-pyrazole-4-carbaldehyde (0.175 g, 1.14 mmol) followed by sodium triacetoxyborohydride (0.262 g, 1.24 mmol) and stir at room temperature for 72 hr. Purify via SCX chromatography, followed by silica gel chromatography, eluting with 100:0 to 0:100 hexanes:ethyl acetate then 10:90 methanol:ethyl acetate, to give the racemic mixture of the free bases of the ti... Starting materials: ClC1=C(C=CC=C1)C1=NCC=2N(C3=C1C=C(S3)C(C)O)C(=NN2)C (4-(2-chlorophenyl)-2-(1-hydroxyethyl)-9-methyl-6H-thieno [3,2-f][1,2,4]triazolo[4,3-a][1,4]diazepine), C(C)(=O)OC(C)=O (acetic anhydride). Solvent: N1=CC=CC=C1 (pyridine). Conditions: time 8 hour. The product is Cl.C(C)(=O)OC(C)C1=CC=2C(=NCC=3N(C2S1)C(=NN3)C)C3=C(C=CC=C3)Cl (2-(1-acetoxyethyl)-4-(2-chlorophenyl)-9-methyl-6H-thieno[3,2-f][1,2,4]triazolo[4,3-a]- [1,4]diazepine.hydrochloride). RXN SMILES: [Cl:1][C:2]1[CH:7]=[CH:6][CH:5]=[CH:4][C:3]=1[C:8]1[C:14]2[CH:15]=[C:16]([CH:18]([OH:20])[CH3:19])[S:17][C:13]=2[N:12]2[C:21]([CH3:24])=[N:22][N:23]=[C:11]2[CH2:10][N:9]=1.[C:25](OC(=O)C)(=[O:27])[CH3:26]>N1C=CC=CC=1>[ClH:1].[C:25]([O:20][CH:18]([C:16]1[S:17][C:13]2[N:12]3[C:21]([CH3:24])=[N:22][N:23]=[C:11]3[CH2:10][N:9]=[C:8]([C:3]3[CH:4]=[CH:5][CH:6]=[CH:7][C:2]=3[Cl:1])[C:14]=2[CH:15]=1)[CH3:19])(=[O:27])[CH3:26] |f:3.4|. Procedure: To a solution of 1 g of 4-(2-chlorophenyl)-2-(1-hydroxyethyl)-9-methyl-6H-thieno [3,2-f][1,2,4]triazolo[4,3-a][1,4]diazepine dissolved in 20 ml of pyridine is added 1 ml of acetic anhydride under ice-cooling and then stirred overnight. After completion of the reaction, the mixture is concentrated under reduced pressure and the residue is dissolved in 30 ml of ethyl acetate. The solution is washed with 5% aqueous sodium hydrogencarbonate solution and sodium chloride solution and dried over anhydr... Starting materials: ClC1=C(NC2=C(C(N)=NO)C=CC=C2)C(=CC=C1C)Cl (2-(2,6-dichloro-3-methylanilino)benzamide oxime), ClC(=O)OCC (ethyl chloroformate). Run in N1=CC=CC=C1 (pyridine). Yields the product ClC1=C(C(=CC=C1C)Cl)NC1=C(C=CC=C1)C1=NOC(N1)=O (3-[2-[(2,6-dichloro-3-methylphenyl)amino]phenyl]-1,2,4-oxadiazol-5(4H)-one). Yield: 46.4%. As a reaction SMILES: [Cl:1][C:2]1[C:18]([CH3:19])=[CH:17][CH:16]=[C:15]([Cl:20])[C:3]=1[NH:4][C:5]1[CH:14]=[CH:13][CH:12]=[CH:11][C:6]=1[C:7](=[N:9][OH:10])[NH2:8].Cl[C:22](OCC)=[O:23]>N1C=CC=CC=1>[Cl:1][C:2]1[C:18]([CH3:19])=[CH:17][CH:16]=[C:15]([Cl:20])[C:3]=1[NH:4][C:5]1[CH:14]=[CH:13][CH:12]=[CH:11][C:6]=1[C:7]1[NH:8][C:22](=[O:23])[O:10][N:9]=1. Procedure details: To a room temperature solution of 2-(2,6-dichloro-3-methylanilino)benzamide oxime (585 mg, 1.89 mmols) in 5 mL of pyridine is added ethyl chloroformate (250 μL, 2.62 mmols). The solution is heated at reflux for 1 hour, cooled, and concentrated in vacuo. Flash chromatography eluting with 2:1 hexane: ethyl acetate provides 295 mg (47%) of 3-[2-[(2,6-dichloro-3-methylphenyl)amino]phenyl]-1,2,4-oxadiazol-5(4H)-one as a white solid; Starting materials: C(=O)C=1C=C(C=CC1)B(O)O (3-formylphenylboronic acid), [Mn](=O)(=O)(=O)[O-].[K+] (potassium permanganate). Solvent: O.CC(=O)C (water acetone). Reported procedure: A solution of 3-formylphenylboronic acid (3.35 g, 22.34 mmol) (Lancaster) in a 1:1 mixture of distilled water-acetone (64 mL) was slowly treated with potassium permanganate (6.00 g, 37.98 mmol) in small portions. The dark reaction mixture was stirred at room temperature for 1 h and then filtered through a pad of Celite®. The pad of Celite® was washed with 200 mL of distilled water then washed with 200 mL of acetone. The filtrate was concentrated in vacuo to a volume of approximately 200 mL. The ... As a reaction SMILES: [CH:1]([C:3]1[CH:4]=[C:5]([B:9]([OH:11])[OH:10])[CH:6]=[CH:7][CH:8]=1)=[O:2].[Mn]([O-])(=O)(=O)=[O:13].[K+]>O.CC(C)=O>[C:1]([C:3]1[CH:4]=[C:5]([B:9]([OH:11])[OH:10])[CH:6]=[CH:7][CH:8]=1)([OH:13])=[O:2] |f:1.2,3.4|. The product is C(=O)(O)C=1C=C(C=CC1)B(O)O (3-carboxyphenylboronic acid). Conditions: time 1 hour.